Dataset: the Open Reaction Database (ORD), a public repository of structured organic reaction records. Task: describe an organic reaction: reactants, conditions, products, and yield The reactants are Cl.C(C)OC(=O)C=1CN(CCC1O)CC1=CC2=C1C=C(C=C2)OC (4-hydroxy-1-[(5-methoxybenzocyclobuten-1-yl)methyl]-1,2,5,6-tetrahydro-pyridine-3-carboxylic acid ethyl ester hydrochloride), N (ammonia). Solvent: O1CCOCC1 (dioxan). Run at time 48 hour. Yields the product Cl.C(C)OC(=O)C=1CN(CCC1N)CC1=CC2=C1C=C(C=C2)OC (4-amino-1-[(5-methoxybenzocyclobuten-1-yl)methyl]-1,2,5,6-tetrahydro-pyridine-3-carboxylic acid ethyl ester hydrochloride), Cl.C(C)OC(=O)C1CNCCC1=N (4-imino-piperidine-3-carboxylic acid ethyl ester hydrochloride). RXN SMILES: [ClH:1].[CH2:2]([O:4][C:5]([C:7]1[CH2:8][N:9]([CH2:14][C:15]2[C:18]3[CH:19]=[C:20]([O:23][CH3:24])[CH:21]=[CH:22][C:17]=3[CH:16]=2)[CH2:10][CH2:11][C:12]=1O)=[O:6])[CH3:3].[NH3:25]>O1CCOCC1>[ClH:1].[CH2:2]([O:4][C:5]([C:7]1[CH2:8][N:9]([CH2:14][C:15]2[C:18]3[CH:19]=[C:20]([O:23][CH3:24])[CH:21]=[CH:22][C:17]=3[CH:16]=2)[CH2:10][CH2:11][C:12]=1[NH2:25])=[O:6])[CH3:3].[ClH:1].[CH2:2]([O:4][C:5]([CH:7]1[C:12](=[NH:25])[CH2:11][CH2:10][NH:9][CH2:8]1)=[O:6])[CH3:3] |f:0.1,4.5,6.7|. Procedure details: 3.5 g (10 mmol) of 4-hydroxy-1-[(5-methoxybenzocyclobuten-1-yl)methyl]-1,2,5,6-tetrahydro-pyridine-3-carboxylic acid ethyl ester hydrochloride in 50 ml of dioxan and 50 ml of 25% aqueous ammonia are heated in a bomb tube at 80° C., while stirring, for 48 hours. The reaction mixture is then extracted with trichloromethane; the extracts are washed with water, dried over sodium sulphate and concentrated under reduced pressure. The crude material is purified by chromatography, converted into the hyd...